Dataset: the Open Reaction Database (ORD), a public repository of structured organic reaction records. Task: describe an organic reaction: reactants, conditions, products, and yield The reactants are CCN=C=NCCCN(C)C, CC#N, Cl, NC(Cc1cccc(OC(F)(F)C(F)F)c1)C(O)c1cccc(OCc2ccccc2)c1, O, O, On1nnc2ccccc21, O=C(O)c1cccc2c1C=CCCC2. The product is O=C(NC(Cc1cccc(OC(F)(F)C(F)F)c1)C(O)c1cccc(OCc2ccccc2)c1)c1cccc2c1C=CCCC2. RXN SMILES: [CH2:48]([N:49]=[C:50]=[N:51][CH2:52][CH2:53][CH2:54][N:55]([CH3:56])[CH3:57])[CH3:58].[CH3:70][C:71]#[N:72].[ClH:47].[NH2:1][CH:2]([CH:3]([OH:4])[c:5]1[cH:6][c:7]([O:11][CH2:12][c:13]2[cH:14][cH:15][cH:16][cH:17][cH:18]2)[cH:8][cH:9][cH:10]1)[CH2:19][c:20]1[cH:21][c:22]([O:26][C:27]([CH:28]([F:29])[F:30])([F:31])[F:32])[cH:23][cH:24][cH:25]1.[OH2:59].[OH2:73].[OH:60][n:61]1[c:62]2[cH:63][cH:64][cH:65][cH:66][c:67]2[n:68][n:69]1.[c:33]1([C:44](=[O:45])[OH:46])[cH:34][cH:35][cH:36][c:37]2[c:38]1[CH:39]=[CH:40][CH2:41][CH2:42][CH2:43]2>>[NH:1]([CH:2]([CH:3]([OH:4])[c:5]1[cH:6][c:7]([O:11][CH2:12][c:13]2[cH:14][cH:15][cH:16][cH:17][cH:18]2)[cH:8][cH:9][cH:10]1)[CH2:19][c:20]1[cH:21][c:22]([O:26][C:27]([CH:28]([F:29])[F:30])([F:31])[F:32])[cH:23][cH:24][cH:25]1)[C:44]([c:33]1[cH:34][cH:35][cH:36][c:37]2[c:38]1[CH:39]=[CH:40][CH2:41][CH2:42][CH2:43]2)=[O:45]. Reaction SMILES: [CH:1]([c:2]1[cH:3][cH:4][cH:5][cH:6][cH:7]1)([c:8]1[cH:9][cH:10][cH:11][cH:12][cH:13]1)[CH:14]1[O:15][CH2:16]1.[CH:25]([OH:26])([CH3:27])[CH3:28].[Na+:30].[OH-:29].[S:17]([O:18][CH2:22][CH2:23][NH2:24])([OH:19])(=[O:20])=[O:21]>>[CH:1]([c:2]1[cH:3][cH:4][cH:5][cH:6][cH:7]1)([c:8]1[cH:9][cH:10][cH:11][cH:12][cH:13]1)[CH:14]1[O:15][CH2:22][CH2:23][NH:24][CH2:16]1. Starting materials: c1ccc(C(c2ccccc2)C2CO2)cc1, CC(C)O, [Na+], [OH-], NCCOS(=O)(=O)O. Product: c1ccc(C(c2ccccc2)C2CNCCO2)cc1.